This data is from the Open Reaction Database (ORD), a public repository of structured organic reaction records. The task is: describe an organic reaction: reactants, conditions, products, and yield Reactants: C1CCOC1, CC(=O)OC=O, COc1cccc(C#CC(CS(=O)(=O)N2CCN(c3ccc(F)cc3)CC2)NO)c1. Product: COc1cccc(C#CC(CS(=O)(=O)N2CCN(c3ccc(F)cc3)CC2)N(O)C=O)c1. RXN SMILES: [CH2:37]1[O:38][CH2:39][CH2:40][CH2:41]1.[CH:31](=[O:32])[O:33][C:34](=[O:35])[CH3:36].[F:1][c:2]1[cH:3][cH:4][c:5]([N:8]2[CH2:9][CH2:10][N:11]([S:14](=[O:15])(=[O:16])[CH2:17][CH:18]([C:19]#[C:20][c:21]3[cH:22][c:23]([O:27][CH3:28])[cH:24][cH:25][cH:26]3)[NH:29][OH:30])[CH2:12][CH2:13]2)[cH:6][cH:7]1>>[F:1][c:2]1[cH:3][cH:4][c:5]([N:8]2[CH2:9][CH2:10][N:11]([S:14](=[O:15])(=[O:16])[CH2:17][CH:18]([C:19]#[C:20][c:21]3[cH:22][c:23]([O:27][CH3:28])[cH:24][cH:25][cH:26]3)[N:29]([OH:30])[CH:31]=[O:32])[CH2:12][CH2:13]2)[cH:6][cH:7]1.